describe an organic reaction: reactants, conditions, products, and yield From a dataset of the Open Reaction Database (ORD), a public repository of structured organic reaction records. Starting materials: CC(Cl)c1cccnc1, O=C(O)c1nccnc1-c1nc2ccccc2s1. Reagents/catalysts: O=C([O-])[O-].[Cs+].[Cs+] (cesium carbonate), [I-].[K+] (potassium iodide). Run in CN(C)C=O (DMF), CN(C)C=O (dmf), CN(C)C=O (DMF). Reaction conditions: temperature 70 celsius, time 16 hour. The product is CC(OC(=O)c1nccnc1-c1nc2ccccc2s1)c1cccnc1. Reagents/catalysts: [C].[Pd] (palladium-carbon). Product: Cl.NCCC1=CC=C(C(=O)NCC(=O)N2[C@@](C(N(CC2)CC(=O)O)=O)(C(=O)OC)C)C=C1 ((S)-4-[4-(2-Aminoethyl)benzoylglycyl]-3-methoxycarbonyl methyl-2-oxopiperazine-1-acetic acid hydrochloride). The reactants are C(C)(C)(C)OC(CN1C([C@@H](N(CC1)C(CNC(=O)OCC1=CC=CC=C1)=O)CC(=O)OC)=O)=O ((S)-4-(N-benzyloxycarbonylglycyl)-3-methoxycarbonylmethyl-2-oxo-piperazine-1-acetic acid t-butyl ester), CO (methanol), Cl (hydrochloride), Cl (HCl), C(C)(C)(C)OC(=O)NCCC1=CC=C(C(=O)O)C=C1 (4-(2-t-butoxycarbonylaminoethyl)benzoic acid), C(#N)P(OCC)(OCC)=O (diethyl cyanophosphonate). Procedure: In 10 ml of methanol was dissolved 500 mg of (S)-4-(N-benzyloxycarbonylglycyl)-3-methoxycarbonylmethyl-2-oxo-piperazine-1-acetic acid t-butyl ester obtained in Working Example 58. To the solution was added 100 mg of 10% palladium-carbon, and the mixture was stirred for one hour at room temperature. The catalyst was filtered off, and the filtrate was concentrated to give an oily product. The oily product was dissolved in 5 ml of dimethylformamide, to which was added 290 mg of 4-(2-t-butoxycarbony... Run at time 1 hour. The solvent is C(C)N(CC)CC (triethylamine), C(C)(=O)OCC (ethyl acetate), CN(C=O)C (dimethylformamide). RXN SMILES: C([O:5][C:6](=[O:34])[CH2:7][N:8]1[CH2:13][CH2:12][N:11]([C:14](=[O:27])[CH2:15][NH:16][C:17]([O:19]CC2C=CC=CC=2)=O)[C@@H:10]([CH2:28]C(OC)=O)[C:9]1=[O:33])(C)(C)C.C(OC([NH:42][CH2:43][CH2:44][C:45]1[CH:53]=[CH:52][C:48](C(O)=O)=[CH:47][CH:46]=1)=O)(C)(C)C.C(P(=O)([O:60][CH2:61]C)OCC)#N.[ClH:64].[CH3:65][OH:66]>CN(C)C=O.C(OCC)(=O)C.[C].[Pd].C(N(CC)CC)C>[ClH:64].[NH2:42][CH2:43][CH2:44][C:45]1[CH:53]=[CH:52][C:48]([C:17]([NH:16][CH2:15][C:14]([N:11]2[CH2:12][CH2:13][N:8]([CH2:7][C:6]([OH:5])=[O:34])[C:9](=[O:33])[C@@:10]2([CH3:28])[C:65]([O:60][CH3:61])=[O:66])=[O:27])=[O:19])=[CH:47][CH:46]=1 |f:7.8,10.11|. Reactants: C1(CC1)CN1C(C(=C(C2=CC=CC=C12)O)C(=O)OCC)=O (Ethyl 1-(cyclopropylmethyl)-4-hydroxy-2-oxo-1,2-dihydroquinoline-3-carboxylate), C(CCCCCCCCCCC)(=O)NN (dodecanoyl hydrazine). Product: C1(CC1)CN1C(C(=C(C2=CC=CC=C12)O)C(=O)NNC(CCCCCCCCCCC)=O)=O (1-(cyclopropylmethyl)-N′-dodecanoyl-4-hydroxy-2-oxo-1,2-dihydroquinoline-3-carbohydrazide). Reaction SMILES: [CH:1]1([CH2:4][N:5]2[C:14]3[C:9](=[CH:10][CH:11]=[CH:12][CH:13]=3)[C:8]([OH:15])=[C:7]([C:16](OCC)=[O:17])[C:6]2=[O:21])[CH2:3][CH2:2]1.[C:22]([NH:35][NH2:36])(=[O:34])[CH2:23][CH2:24][CH2:25][CH2:26][CH2:27][CH2:28][CH2:29][CH2:30][CH2:31][CH2:32][CH3:33]>>[CH:1]1([CH2:4][N:5]2[C:14]3[C:9](=[CH:10][CH:11]=[CH:12][CH:13]=3)[C:8]([OH:15])=[C:7]([C:16]([NH:36][NH:35][C:22](=[O:34])[CH2:23][CH2:24][CH2:25][CH2:26][CH2:27][CH2:28][CH2:29][CH2:30][CH2:31][CH2:32][CH3:33])=[O:17])[C:6]2=[O:21])[CH2:3][CH2:2]1. Procedure: Reagents: Comp 31 (0.45 mmols, 0.13 g); dodecanoyl hydrazine (0.68 mmols, 0.15 g). Yield: 0.09 g (49%), white solid, m.p.=121° C.-122° C. Reactants: O1CCOCC1 (dioxane), C(C)N[C@H](CC1=CC=CC=C1)C(=O)O (N-ethyl-D-phenylalanine), C(C1=CC=CC=C1)OC(=O)Cl (benzyloxycarbonyl chloride). Run in O (water), [OH-].[Na+] (sodium hydroxide). Run at time 3 hour. Product: C(C1=CC=CC=C1)OC(=O)N([C@H](CC1=CC=CC=C1)C(=O)O)CC (N-Benzyloxycarbonyl-N-ethyl-D-phenylalanine). As a reaction SMILES: [CH2:1]([NH:3][C@@H:4]([C:12]([OH:14])=[O:13])[CH2:5][C:6]1[CH:11]=[CH:10][CH:9]=[CH:8][CH:7]=1)[CH3:2].O1CCOCC1.[CH2:21]([O:28][C:29](Cl)=[O:30])[C:22]1[CH:27]=[CH:26][CH:25]=[CH:24][CH:23]=1>[OH-].[Na+].O>[CH2:21]([O:28][C:29]([N:3]([CH2:1][CH3:2])[C@@H:4]([C:12]([OH:14])=[O:13])[CH2:5][C:6]1[CH:11]=[CH:10][CH:9]=[CH:8][CH:7]=1)=[O:30])[C:22]1[CH:27]=[CH:26][CH:25]=[CH:24][CH:23]=1 |f:3.4|. Reported procedure: 2.9 g (0.015 mole) of N-ethyl-D-phenylalanine (Example 3, Step A) are dissolved in 22.5 ml of 2N sodium hydroxide, 10 ml of dioxane are added, the mixture is cooled to 5° to 10° C., then 2.5 ml (about 0.017 mole) of benzyloxycarbonyl chloride are added and the reaction mixture is stirred for 3 hours at cooling. Subsequently it is diluted with 40 ml of water and extracted with 30 ml of a mixture of diethyl ether-petroleum ether-1:1, when a three-phase system is formed. The two lower phases are ag... Starting materials: C([O-])([O-])=O.[K+].[K+] (Potassium carbonate), C(#N)C=CCN1C[C@H](N(CC1)C(=O)C1=C(C=C(C#N)C=C1)F)C (4-({(2R)-4-[3-cyanoprop-2-en-1-yl]-2-methylpiperazin-1-yl}carbonyl)-3-fluorobenzonitrile), N1N=CC(=C1)C=1C2=C(N=CN1)N(C=C2)COCC[Si](C)(C)C (4-(1H-pyrazol-4-yl)-7-{[2-(trimethylsilyl)ethoxy]methyl}-7H-pyrrolo[2,3-d]pyrimidine). Solvent: CN(C)C=O (DMF). Run at time 8 hour. Product: C(#N)CC(CN1C[C@H](N(CC1)C(=O)C1=C(C=C(C#N)C=C1)F)C)N1N=CC(=C1)C=1C2=C(N=CN1)NC=C2 (4-[((2R)-4-{3-cyano-2-[4-(7H-pyrrolo[2,3-d]pyrimidin-4-yl)-1H-pyrazol-1-yl]propyl}-2-methylpiperazin-1-yl)carbonyl]-3-fluorobenzonitrile). As a reaction SMILES: C(=O)([O-])[O-].[K+].[K+].[C:7]([CH:9]=[CH:10][CH2:11][N:12]1[CH2:17][CH2:16][N:15]([C:18]([C:20]2[CH:27]=[CH:26][C:23]([C:24]#[N:25])=[CH:22][C:21]=2[F:28])=[O:19])[C@H:14]([CH3:29])[CH2:13]1)#[N:8].[NH:30]1[CH:34]=[C:33]([C:35]2[C:36]3[CH:43]=[CH:42][N:41](COCC[Si](C)(C)C)[C:37]=3[N:38]=[CH:39][N:40]=2)[CH:32]=[N:31]1>CN(C=O)C>[C:7]([CH2:9][CH:10]([N:30]1[CH:34]=[C:33]([C:35]2[C:36]3[CH:43]=[CH:42][NH:41][C:37]=3[N:38]=[CH:39][N:40]=2)[CH:32]=[N:31]1)[CH2:11][N:12]1[CH2:17][CH2:16][N:15]([C:18]([C:20]2[CH:27]=[CH:26][C:23]([C:24]#[N:25])=[CH:22][C:21]=2[F:28])=[O:19])[C@H:14]([CH3:29])[CH2:13]1)#[N:8] |f:0.1.2|. Procedure: Potassium carbonate (0.170 g, 1.23 mmol) was added to a mixture of 4-({(2R)-4-[3-cyanoprop-2-en-1-yl]-2-methylpiperazin-1-yl}carbonyl)-3-fluorobenzonitrile (0.12 g, 0.38 mmol, mixture of E- and Z-isomers from Step 2) and 4-(1H-pyrazol-4-yl)-7-{[2-(trimethylsilyl)ethoxy]methyl}-7H-pyrrolo[2,3-d]pyrimidine (0.12 g, 0.38 mmol, prepared as described in WO 2007/070514 Example 65) in DMF (0.59 mL) and the mixture was stirred overnight. The reaction mixture was then filtered and the filtrate was dilute... The reactants are NC1=NC=CC=C1N (2,3-diaminopyridine), CC1=C(C=O)C=CC=C1 (2-methylbenzaldehyde), C([O-])(O)=O.[Na+] (sodium bicarbonate), C(#N)[BH3-].[Na+] (Sodium cyanoborohydride). Run in CO (methanol), C(C)(=O)O (acetic acid). Conditions: time 96 hour. Product: NC1=NC=CC=C1NCC1=C(C=CC=C1)C (2-amino-3-(2-methylbenzylamino)pyridine). Yield: 34.4%. RXN SMILES: [NH2:1][C:2]1[C:7]([NH2:8])=[CH:6][CH:5]=[CH:4][N:3]=1.[CH3:9][C:10]1[CH:17]=[CH:16][CH:15]=[CH:14][C:11]=1[CH:12]=O.C([BH3-])#N.[Na+].C(=O)(O)[O-].[Na+]>CO.C(O)(=O)C>[NH2:1][C:2]1[C:7]([NH:8][CH2:9][C:10]2[CH:17]=[CH:16][CH:15]=[CH:14][C:11]=2[CH3:12])=[CH:6][CH:5]=[CH:4][N:3]=1 |f:2.3,4.5|. Procedure details: Molecular Sieves (16 g) was added to a solution of 2,3-diaminopyridine (8 g), 2-methylbenzaldehyde (8.81 g), and acetic acid (4.2 ml) in methanol (160 ml) and the mixture was stirred for 96 hours at room temperature. Sodium cyanoborohydride (4.61 g) was added portionwise to the mixture with stirring under ice-cooling over a period of 20 minutes. After being stirred for 3 hours, the mixture was made alkaline with aqueous sodium bicarbonate solution and filtered by suction. The filtrate was evapor... Starting materials: C(C1=CC=CC=C1)N1CC2CCC(C1)C2=O (3-benzyl-3-azabicyclo[3.2.1]octan-8-one), CNC (dimethylamine), Na(AcO)3BH. Run in C(Cl)Cl (DCM), C(Cl)Cl (DCM). Product: C(C1=CC=CC=C1)N1CC2CCC(C1)C2N(C)C (3-benzyl-N,N-dimethyl-3-azabicyclo[3.2.1]octan-8-amine). The yield is 67.0%. Reaction SMILES: [CH2:1]([N:8]1[CH2:14][CH:13]2[C:15](=O)[CH:10]([CH2:11][CH2:12]2)[CH2:9]1)[C:2]1[CH:7]=[CH:6][CH:5]=[CH:4][CH:3]=1.[CH3:17][NH:18][CH3:19]>C(Cl)Cl>[CH2:1]([N:8]1[CH2:14][CH:13]2[CH:15]([N:18]([CH3:19])[CH3:17])[CH:10]([CH2:11][CH2:12]2)[CH2:9]1)[C:2]1[CH:7]=[CH:6][CH:5]=[CH:4][CH:3]=1. Procedure: To a solution of 3-benzyl-3-azabicyclo[3.2.1]octan-8-one (107 mg, 0.50 mmol) in DCM (2 ml) was added dimethylamine (2 ml, 1M in THF) and the resulting reaction mixture was stirred at room temperature for 1H. Na(AcO)3BH (316 mg, 1.49 mmol) was added and the reaction mixture was stirred at room temperature overnight. When TLC shows completion reaction mixture was diluted with DCM and washed with water and brine. Combined aqueous layers were backextracted with DCM. Combined organic layers were drie...